This data is from the Open Reaction Database (ORD), a public repository of structured organic reaction records. The task is: describe an organic reaction: reactants, conditions, products, and yield The reactants are C(=O)(O)C(CCC1=CC=CC=C1)N[C@@H](C)C(=O)N1CC2(SCCS2)C[C@H]1C(=O)O (7-[N-(1-Carboxy-3-phenylpropyl)-(S)-alanyl]-1,4-dithia-7-azaspiro[4.4]nonane-8(S)-carboxylic acid), [OH-].[Na+] (sodium hydroxide). The product is C(=O)(O)C(CCC1=CC=CC=C1)NCC(=O)N1CC2(SCCS2)C[C@H]1C(=O)O (7-[N-(1-Carboxy-3-phenylpropyl)glycyl]-1,4-dithia-7-azaspiro[4.4]nonane-8(S)-carboxylic acid). RXN SMILES: [C:1]([CH:4]([NH:13][C@H:14]([C:16]([N:18]1[C@H:26]([C:27]([OH:29])=[O:28])[CH2:25][C:20]2([S:24][CH2:23][CH2:22][S:21]2)[CH2:19]1)=[O:17])C)[CH2:5][CH2:6][C:7]1[CH:12]=[CH:11][CH:10]=[CH:9][CH:8]=1)([OH:3])=[O:2].[OH-].[Na+]>>[C:1]([CH:4]([NH:13][CH2:14][C:16]([N:18]1[C@H:26]([C:27]([OH:29])=[O:28])[CH2:25][C:20]2([S:24][CH2:23][CH2:22][S:21]2)[CH2:19]1)=[O:17])[CH2:5][CH2:6][C:7]1[CH:12]=[CH:11][CH:10]=[CH:9][CH:8]=1)([OH:3])=[O:2] |f:1.2|. Reported procedure: As described in Example 2, hydrolyze 7-[N-(1-carboethoxy-3-phenylpropyl)glycyl]-1,4-dithia-7-azaspiro[4.4]nonane-8(S)-carboxylic acid (prepared as described in Example 2) with sodium hydroxide to give the title compound. Reactants: Cl.NO (hydroxylamine hydrochloride), N1=CC=CC=C1 (pyridine), C(C)(=O)C1=CC=C(CNC2=C(C=CC=3CCN(CCC32)C(C(F)(F)F)=O)Cl)C=C1 (6-(4-acetylbenzylamino)-7-chloro-3-(2,2,2-trifluoroacetyl)-2,3,4,5-tetrahydro-1H-benzo[d]azepine). Run in C(C)O (ethanol). Product: ClC1=C(C2=C(CCN(CC2)C(C(F)(F)F)=O)C=C1)NCC1=CC=C(C=C1)C(C)=NO (7-chloro-6-[4-(1-hydroxyiminoethyl)-benzylamino]3-(2,2,2-trifluoroacetyl)-2,3,4,5-tetrahydro-1H-benzo[d]azepine). Yield: 10.1%. RXN SMILES: Cl.[NH2:2][OH:3].N1C=CC=CC=1.[C:10]([C:13]1[CH:38]=[CH:37][C:16]([CH2:17][NH:18][C:19]2[C:29]3[CH2:28][CH2:27][N:26]([C:30](=[O:35])[C:31]([F:34])([F:33])[F:32])[CH2:25][CH2:24][C:23]=3[CH:22]=[CH:21][C:20]=2[Cl:36])=[CH:15][CH:14]=1)(=O)[CH3:11]>C(O)C>[Cl:36][C:20]1[CH:21]=[CH:22][C:23]2[CH2:24][CH2:25][N:26]([C:30](=[O:35])[C:31]([F:34])([F:32])[F:33])[CH2:27][CH2:28][C:29]=2[C:19]=1[NH:18][CH2:17][C:16]1[CH:15]=[CH:14][C:13]([C:10](=[N:2][OH:3])[CH3:11])=[CH:38][CH:37]=1 |f:0.1|. Procedure details: Add hydroxylamine hydrochloride (19 mg, 0.27 mmol) and pyridine (0.04 mL, 0.54 mmol) to a solution of 6-(4-acetylbenzylamino)-7-chloro-3-(2,2,2-trifluoroacetyl)-2,3,4,5-tetrahydro-1H-benzo[d]azepine (115 mg, 0.27 mmol) in ethanol (10 mL). Heat the mixture to reflux for 2 h. Remove the solvent in vacuo and partition the residue between DCM and 0.1N aqueous HCl. Dry the organic phase over Na2SO4, filter and concentrate. Dissolve the oil into the minimum amount of ether and add hexane to precipitat... The reactants are COC(=O)C1SC2=C(NC1)C=CC=C2 (2(R,S)-methoxycarbonyl-3,4-dihydro-2H-1,4-benzothiazine), N (ammonia). Solvent: CO (methanol). Reaction conditions: temperature 50 celsius, time 16 hour. Yields the product C(N)(=O)C1SC2=C(NC1)C=CC=C2 (2(R,S)-carbamoyl-3,4-dihydro-2H-1,4-benzothiazine). As a reaction SMILES: C[O:2][C:3]([CH:5]1[CH2:10][NH:9][C:8]2[CH:11]=[CH:12][CH:13]=[CH:14][C:7]=2[S:6]1)=O.[NH3:15]>CO>[C:3]([CH:5]1[CH2:10][NH:9][C:8]2[CH:11]=[CH:12][CH:13]=[CH:14][C:7]=2[S:6]1)(=[O:2])[NH2:15]. Procedure details: 580 mg of 2(R,S)-methoxycarbonyl-3,4-dihydro-2H-1,4-benzothiazine are dissolved in 3 ml of a 6N ammonia solution in methanol and the solution is stirred at 50° C. for 16 h. Purification by chromatography over 50 g of silica gel gives 2(R,S)-carbamoyl-3,4-dihydro-2H-1,4-benzothiazine: Rf (Y)=0.19. Starting materials: C(C)OC(=O)C=1C=C(C=CC1)C1=CC=C(C=C1)CSCCOC1=CC=CC=C1 (4′-(2-phenoxy-ethylsulfanylmethyl)-biphenyl-3-carboxylic acid ethyl ester), C(C)OC(=O)C1=CC=C(C=C1)C1=CC(=CC=C1)CSCCO (3′-(2-Hydroxy-ethylsulfanylmethyl)-biphenyl-4-carboxylic acid ethyl ester), C1(=CC=CC=C1)O (phenol), C1(=CC=CC=C1)P(C1=CC=CC=C1)C1=CC=CC=C1 (triphenylphosphine), diisopropyl azidocarboxylate. Run in C1CCOC1 (THF). Product: C(C)OC(=O)C1=CC=C(C=C1)C1=CC(=CC=C1)CSCCOC1=CC=CC=C1 (3′-(2-Phenoxy-ethylsulfanylmethyl)-biphenyl-4-carboxylic acid ethyl ester). As a reaction SMILES: C(OC(C1C=C([C:12]2[CH:17]=[CH:16][C:15]([CH2:18][S:19][CH2:20][CH2:21][O:22][C:23]3[CH:28]=[CH:27][CH:26]=[CH:25][CH:24]=3)=[CH:14][CH:13]=2)C=CC=1)=O)C.[CH2:29]([O:31][C:32]([C:34]1[CH:39]=[CH:38][C:37](C2C=CC=C(CSCCO)C=2)=[CH:36][CH:35]=1)=[O:33])[CH3:30].C1(O)C=CC=CC=1.C1(P(C2C=CC=CC=2)C2C=CC=CC=2)C=CC=CC=1>C1COCC1>[CH2:29]([O:31][C:32]([C:34]1[CH:39]=[CH:38][C:37]([C:13]2[CH:12]=[CH:17][CH:16]=[C:15]([CH2:18][S:19][CH2:20][CH2:21][O:22][C:23]3[CH:24]=[CH:25][CH:26]=[CH:27][CH:28]=3)[CH:14]=2)=[CH:36][CH:35]=1)=[O:33])[CH3:30]. Reported procedure: 3′-(2-Phenoxy-ethylsulfanylmethyl)-biphenyl-4-carboxylic acid ethyl ester was synthesized as described for 4′-(2-phenoxy-ethylsulfanylmethyl)-biphenyl-3-carboxylic acid ethyl ester. 3′-(2-Hydroxy-ethylsulfanylmethyl)-biphenyl-4-carboxylic acid ethyl ester (1.95 g, 6.16 mmol, 1 eq.) in anhydrous THF was treated with phenol (0.75 g, 8.01 mmol, 1.3 eq.), triphenylphosphine (2.10 g, 8.01 mmol, 1.3 eq.), and diisopropyl azidocarboxylate (1.62 g, 8.01 mmol, 1.3 eq.). When complete, the reaction was wo...